describe an organic reaction: reactants, conditions, products, and yield From a dataset of the Open Reaction Database (ORD), a public repository of structured organic reaction records. Reactants: CCOC(=O)C#CC1(O)CCN(C(=O)OC(C)(C)C)CC1, CCO, O. The product is CCOC(=O)CCC1(O)CCN(C(=O)OC(C)(C)C)CC1. RXN SMILES: [CH2:1]([CH3:2])[O:3][C:4]([C:5]#[C:6][C:7]1([OH:20])[CH2:8][CH2:9][N:10]([C:13](=[O:14])[O:15][C:16]([CH3:17])([CH3:18])[CH3:19])[CH2:11][CH2:12]1)=[O:21].[CH3:23][CH2:24][OH:25].[OH2:22]>>[CH2:1]([CH3:2])[O:3][C:4]([CH2:5][CH2:6][C:7]1([OH:20])[CH2:8][CH2:9][N:10]([C:13](=[O:14])[O:15][C:16]([CH3:17])([CH3:18])[CH3:19])[CH2:11][CH2:12]1)=[O:21]. Reactants: C[Si](C)(C)CCOCn1cc(C(=O)O)c2nc(Br)cnc21, ClCCCl, Cl, CC(C)(C)C(N)C(=O)N1CCCC1, CN(C)C=O, On1nnc2ccccc21. The product is CC(C)(C)C(NC(=O)c1cn(COCC[Si](C)(C)C)c2ncc(Br)nc12)C(=O)N1CCCC1. As a reaction SMILES: [Br:1][c:2]1[n:3][c:4]2[c:5]([n:6][cH:7]1)[n:8]([CH2:14][O:15][CH2:16][CH2:17][Si:18]([CH3:19])([CH3:20])[CH3:21])[cH:9][c:10]2[C:11](=[O:12])[OH:13].[CH2:36]([Cl:37])[CH2:38][Cl:39].[ClH:22].[NH2:23][CH:24]([C:25](=[O:26])[N:27]1[CH2:28][CH2:29][CH2:30][CH2:31]1)[C:32]([CH3:33])([CH3:34])[CH3:35].[O:50]=[CH:51][N:52]([CH3:53])[CH3:54].[OH:40][n:41]1[c:42]2[c:43]([cH:44][cH:45][cH:46][cH:47]2)[n:48][n:49]1>>[Br:1][c:2]1[n:3][c:4]2[c:5]([n:6][cH:7]1)[n:8]([CH2:14][O:15][CH2:16][CH2:17][Si:18]([CH3:19])([CH3:20])[CH3:21])[cH:9][c:10]2[C:11](=[O:13])[NH:23][CH:24]([C:25](=[O:26])[N:27]1[CH2:28][CH2:29][CH2:30][CH2:31]1)[C:32]([CH3:33])([CH3:34])[CH3:35]. The reactants are OS(=O)(=O)[O-].[Na+] (NaHSO4), C(C)OC(=O)N1CCN(CC1)C(=O)C(CC1=CC(=CC=C1)C(=O)OC)C(=O)NC1=CC2=CC=CC=C2C=C1 (2-[(1-(4-(ethoxycarbonyl)piperazin-1-yl)carbonyl-2-(3-(methoxycarbonyl)phenyl)ethyl)carbonyl]aminonaphthalene), [Li+].[OH-] (LiOH). Run in C1CCOC1 (THF), O (water). Conditions: time 5 hour. The product is C(C)OC(=O)N1CCN(CC1)C(=O)C(CC1=CC(=CC=C1)C(=O)O)C(=O)NC1=CC2=CC=CC=C2C=C1 (2-[(1-(4-(ethoxycarbonyl)piperazin-1-yl)carbonyl-2-(3-carboxyphenyl)ethyl)carbonyl]aminonaphthalene). Yield: 90.0%. Reaction SMILES: [CH2:1]([O:3][C:4]([N:6]1[CH2:11][CH2:10][N:9]([C:12]([CH:14]([C:26]([NH:28][C:29]2[CH:38]=[CH:37][C:36]3[C:31](=[CH:32][CH:33]=[CH:34][CH:35]=3)[CH:30]=2)=[O:27])[CH2:15][C:16]2[CH:21]=[CH:20][CH:19]=[C:18]([C:22]([O:24]C)=[O:23])[CH:17]=2)=[O:13])[CH2:8][CH2:7]1)=[O:5])[CH3:2].[Li+].[OH-].OS([O-])(=O)=O.[Na+]>C1COCC1.O>[CH2:1]([O:3][C:4]([N:6]1[CH2:11][CH2:10][N:9]([C:12]([CH:14]([C:26]([NH:28][C:29]2[CH:38]=[CH:37][C:36]3[C:31](=[CH:32][CH:33]=[CH:34][CH:35]=3)[CH:30]=2)=[O:27])[CH2:15][C:16]2[CH:21]=[CH:20][CH:19]=[C:18]([C:22]([OH:24])=[O:23])[CH:17]=2)=[O:13])[CH2:8][CH2:7]1)=[O:5])[CH3:2] |f:1.2,3.4|. Procedure: To a solution of 2-[(1-(4-(ethoxycarbonyl)piperazin-1-yl)carbonyl-2-(3-(methoxycarbonyl)phenyl)ethyl)carbonyl]aminonaphthalene (110 mg, 0.2 mmol) in THF (8 mL) was added a solution of LiOH (27 mg, 0.6 mmol) in water (6 mL). The reaction mixture was stirred at ambient temperature. After 5 hours, the reaction mixture was acidified to pH 2–3 by 2N NaHSO4, then extracted with ethyl acetate (3×10 mL). The organic layer was dried over Na2SO4 and evaporated in vacuo to afford 2-[(1-(4-(ethoxycarbonyl)p... Reactants: FC[C@H]([C@H]([C@@H]([C@H](C=O)O)O)O)O (6-deoxy-6-fluoro-D-glucose), C(CCCCCCCCCCCCCCCCC)N (octadecylamine), C(CCCCCCC\C=C/CCCCCCCC)(=O)Cl (oleoyl chloride). The product is FC[C@@H]1[C@H]([C@@H]([C@H](C(O1)N(C(CCCCCCC\C=C/CCCCCCCC)=O)CCCCCCCCCCCCCCCCCC)O)O)O (N-(6-Deoxy-6-fluoro-D-glucopyranosyl)-N-octadecyl-oleic acid amide). RXN SMILES: [F:1][CH2:2][C@@H:3]([OH:12])[C@@H:4]([OH:11])[C@H:5]([OH:10])[C@@H:6]([OH:9])[CH:7]=O.[CH2:13]([NH2:31])[CH2:14][CH2:15][CH2:16][CH2:17][CH2:18][CH2:19][CH2:20][CH2:21][CH2:22][CH2:23][CH2:24][CH2:25][CH2:26][CH2:27][CH2:28][CH2:29][CH3:30].[C:32](Cl)(=[O:50])[CH2:33][CH2:34][CH2:35][CH2:36][CH2:37][CH2:38][CH2:39]/[CH:40]=[CH:41]\[CH2:42][CH2:43][CH2:44][CH2:45][CH2:46][CH2:47][CH2:48][CH3:49]>>[F:1][CH2:2][C@H:3]1[O:12][CH:7]([N:31]([CH2:13][CH2:14][CH2:15][CH2:16][CH2:17][CH2:18][CH2:19][CH2:20][CH2:21][CH2:22][CH2:23][CH2:24][CH2:25][CH2:26][CH2:27][CH2:28][CH2:29][CH3:30])[C:32](=[O:50])[CH2:33][CH2:34][CH2:35][CH2:36][CH2:37][CH2:38][CH2:39]/[CH:40]=[CH:41]\[CH2:42][CH2:43][CH2:44][CH2:45][CH2:46][CH2:47][CH2:48][CH3:49])[C@H:6]([OH:9])[C@@H:5]([OH:10])[C@@H:4]1[OH:11]. Procedure: 18.2 g of 6-deoxy-6-fluoro-D-glucose, 13.5 g of octadecylamine and 7 g of oleoyl chloride were reacted as described in Example 15 and the product was worked up. Reactants: S(O)(O)(=O)=O (sulfuric acid), [H-].COCCO[Al+]OCCOC.[Na+].[H-] (sodium bis(2-methoxyethoxy)aluminum hydride), C1(=CC=CC=C1)C (toluene), C1=CC2=C3C(=C1)NS(=O)(=O)C3=CC=C2 (1,8-naphthosultam). The solvent is C(OC)COC (dimethoxyethane), O (water). Yields the product NC=1C=CC=C2C=CC=C(C12)S (8 -amino-1-napthalenethiol). The yield is 87.8%. As a reaction SMILES: [CH:1]1[CH:6]=[C:5]2[NH:7][S:8]([C:11]3=[CH:12][CH:13]=[CH:14][C:3](=[C:4]23)[CH:2]=1)(=O)=O.[H-].COCCO[Al+]OCCOC.[Na+].[H-].C1(C)C=CC=CC=1.S(=O)(=O)(O)O>C(COC)OC.O>[NH2:7][C:5]1[CH:6]=[CH:1][CH:2]=[C:3]2[C:4]=1[C:11]([SH:8])=[CH:12][CH:13]=[CH:14]2 |f:1.2.3.4|. Procedure: To a solution of 2.0 g of 1,8-naphthosultam in 7 mL of dimethoxyethane was added dropwise under gentle reflux a solution of 11.5 mL of sodium bis(2-methoxyethoxy)aluminum hydride in toluene (3.4 mol solution in toluene) over a period of 15 minutes, then stirred at reflux for 17 hours. The mixture was cooled in an ice-bath, 5 mL of water were added dropwise then the solution was neutralized with 4N sulfuric acid (pH~7) and extracted with ether (3×75 mL). The combined ether solutions were washed w...